Dataset: the Open Reaction Database (ORD), a public repository of structured organic reaction records. Task: describe an organic reaction: reactants, conditions, products, and yield The reactants are O=C1OC2=C(N1)C=CC(=C2)NC(C(=O)O)=O (N-(2-oxo-2,3-dihydro-benzoxazol-6-yl)-oxalamic acid), COC=1C=C(CC2CCNCC2)C=CC1 (4-(3-methoxy-benzyl)-piperidine), C(C)(C)OC(C)C (diisopropylether). The product is COC=1C=C(CC2CCN(CC2)C(C(=O)NC2=CC3=C(NC(O3)=O)C=C2)=O)C=CC1 (2-[4-[3-Methoxy-benzyl)-piperidin-1-yl]-2-oxo-N-(2-oxo-2,3-dihydro-benzoxazol-6-yl)-acetamide). As a reaction SMILES: [O:1]=[C:2]1[NH:6][C:5]2[CH:7]=[CH:8][C:9]([NH:11][C:12](=[O:16])[C:13]([OH:15])=O)=[CH:10][C:4]=2[O:3]1.[CH3:17][O:18][C:19]1[CH:20]=[C:21]([CH:29]=[CH:30][CH:31]=1)[CH2:22][CH:23]1[CH2:28][CH2:27][NH:26][CH2:25][CH2:24]1.C(OC(C)C)(C)C>>[CH3:17][O:18][C:19]1[CH:20]=[C:21]([CH:29]=[CH:30][CH:31]=1)[CH2:22][CH:23]1[CH2:28][CH2:27][N:26]([C:13](=[O:15])[C:12]([NH:11][C:9]2[CH:8]=[CH:7][C:5]3[NH:6][C:2](=[O:1])[O:3][C:4]=3[CH:10]=2)=[O:16])[CH2:25][CH2:24]1. Reported procedure: The title compound is prepared from N-(2-oxo-2,3-dihydro-benzoxazol-6-yl)-oxalamic acid (Example 43e) and 4-(3-methoxy-benzyl)-piperidine [U.S. Pat. No. 3,632,767 (1972)] according to the method described in Example 2. Melting Point: 110-115° C. (diisopropylether)